This data is from the Open Reaction Database (ORD), a public repository of structured organic reaction records. The task is: describe an organic reaction: reactants, conditions, products, and yield Starting materials: CN(C)c1cc(-c2cccc(F)c2)nc2ccc(Br)cc12, CCO, [Ca+2], O=C([O-])[O-], [Pd]. The product is CN(C)c1cc(-c2cccc(F)c2)nc2ccccc12. Reaction SMILES: [Br:1][c:2]1[cH:3][c:4]2[c:5]([N:19]([CH3:20])[CH3:21])[cH:6][c:7](-[c:12]3[cH:13][c:14]([F:18])[cH:15][cH:16][cH:17]3)[n:8][c:9]2[cH:10][cH:11]1.[CH3:27][CH2:28][OH:29].[Ca+2:22].[O-:23][C:24](=[O:25])[O-:26].[Pd:30]>>[cH:2]1[cH:3][c:4]2[c:5]([N:19]([CH3:20])[CH3:21])[cH:6][c:7](-[c:12]3[cH:13][c:14]([F:18])[cH:15][cH:16][cH:17]3)[n:8][c:9]2[cH:10][cH:11]1. Run in O (water), CC(=O)C (acetone), C(C)(=O)O (acetic acid), O (water). Reaction conditions: time 30 minute. As a reaction SMILES: [C:1]([O:4][CH2:5][C:6]1[CH2:7][S:8][C@@H:9]2[C@H:20]([NH:21][C:22](=[O:30])[CH2:23][C:24]3[CH:29]=[CH:28][N:27]=[CH:26][CH:25]=3)[C:19](=[O:31])[N:10]2[C:11]=1[C:12]([O:14][C:15]([CH3:18])([CH3:17])[CH3:16])=[O:13])(=[O:3])[CH3:2].[N:32]([O-])=[O:33].[Na+]>C(O)(=O)C.O.CC(C)=O>[C:1]([O:4][CH2:5][C:6]1[CH2:7][S:8][C@@H:9]2[C@H:20]([NH:21][C:22](=[O:30])[C:23]([C:24]3[CH:25]=[CH:26][N:27]=[CH:28][CH:29]=3)=[N:32][OH:33])[C:19](=[O:31])[N:10]2[C:11]=1[C:12]([O:14][C:15]([CH3:16])([CH3:18])[CH3:17])=[O:13])(=[O:3])[CH3:2] |f:1.2|. Starting materials: petroleum spirit, N(=O)[O-].[Na+] (sodium nitrite), C(C)(=O)OCC=1CS[C@H]2N(C1C(=O)OC(C)(C)C)C([C@H]2NC(CC2=CC=NC=C2)=O)=O (t-butyl 3-acetoxymethyl-7β-(pyrid-4-ylacetamido)ceph-3-em-4-carboxylate). Reported procedure: A solution of t-butyl 3-acetoxymethyl-7β-(pyrid-4-ylacetamido)ceph-3-em-4-carboxylate (3.0 g.) in acetic acid (30 ml.) was stirred, cooled briefly in ice and treated dropwise over 3-4 minutes with a solution of sodium nitrite (1.38 g.), in water (10 ml.). The mixture was stirred at 20° for 30 minutes and was then diluted with water and extracted with ethyl acetate. The organic extract was washed with saturated sodium bicarbonate solution and water and then dried over magnesium sulphate. Evaporat... The product is C(C)(=O)OCC=1CS[C@H]2N(C1C(=O)OC(C)(C)C)C([C@H]2NC(C(=NO)C2=CC=NC=C2)=O)=O (t-Butyl 3-acetoxymethyl-7β-[2-hydroxyimino(pyrid-4-yl)acetamido]-ceph-3-em-4-carboxylate). Starting materials: N1=CC=C(C=C1)C(N)=S (Pyridine-4-thioamide), C(C)OC(CC(C=O)Br)=O (3-bromo-4-oxobutyric acid ethyl ester). The solvent is C(C)O (ethanol). Product: C(C)OC(CC1=CN=C(S1)C1=CC=NC=C1)=O (2-(4-pyridyl)-thiazole-5-acetic acid ethyl ester). Reaction SMILES: [N:1]1[CH:6]=[CH:5][C:4]([C:7](=[S:9])[NH2:8])=[CH:3][CH:2]=1.[CH2:10]([O:12][C:13](=[O:19])[CH2:14][CH:15](Br)[CH:16]=O)[CH3:11]>C(O)C>[CH2:10]([O:12][C:13](=[O:19])[CH2:14][C:15]1[S:9][C:7]([C:4]2[CH:5]=[CH:6][N:1]=[CH:2][CH:3]=2)=[N:8][CH:16]=1)[CH3:11]. Reported procedure: Pyridine-4-thioamide (1.38 g, 0.01 mole) and 3-bromo-4-oxobutyric acid ethyl ester (3.1 g., 0.015 mole) in ethanol (50 ml) are heated at reflux for six hours. After cooling the solvent is evaporated and the residue is neutralized with sodium bicarbonate solution and then extracted with chloroform (300 ml.). The chloroform solution is washed with water, dried with (MgSO4) and evaporated to yield crude 2-(4-pyridyl)-thiazole-5-acetic acid ethyl ester. Purification is carried out by dissolving in a... Starting materials: CC(=O)O, CCCCCCC(C)(C)c1cccc(C=O)c1, O=[Cr](=O)(O)O, O, O=S(=O)(O)O. Reaction SMILES: [CH3:29][C:30](=[O:31])[OH:32].[CH3:6][C:7]([CH2:8][CH2:9][CH2:10][CH2:11][CH2:12][CH3:13])([CH3:14])[c:15]1[cH:16][c:17]([CH:18]=[O:19])[cH:20][cH:21][cH:22]1.[Cr:1]([OH:2])([OH:3])(=[O:4])=[O:5].[OH2:28].[S:23]([OH:24])(=[O:25])(=[O:26])[OH:27]>>[CH3:6][C:7]([CH2:8][CH2:9][CH2:10][CH2:11][CH2:12][CH3:13])([CH3:14])[c:15]1[cH:16][c:17]([C:18](=[O:19])[OH:24])[cH:20][cH:21][cH:22]1. Yields the product CCCCCCC(C)(C)c1cccc(C(=O)O)c1. Reactants: CN1CCN(CC1)S(=O)(=O)C[C@@H](C(=O)OCC1=CC=CC=C1)C (benzyl 3-[(4-methylpiperizin-1-yl)sulfonyl]-2(R)-methylpropionate). Reagents/catalysts: [Pd] (Pd—C). The solvent is CO (MeOH). The product is CN1CCN(CC1)S(=O)(=O)C[C@@H](C(=O)O)C (3-[(4-methylpiperizin-1-yl)sulfonyl]-2(R)-methylpropionic acid). RXN SMILES: [CH3:1][N:2]1[CH2:7][CH2:6][N:5]([S:8]([CH2:11][C@H:12]([CH3:23])[C:13]([O:15]CC2C=CC=CC=2)=[O:14])(=[O:10])=[O:9])[CH2:4][CH2:3]1>CO.[Pd]>[CH3:1][N:2]1[CH2:3][CH2:4][N:5]([S:8]([CH2:11][C@H:12]([CH3:23])[C:13]([OH:15])=[O:14])(=[O:10])=[O:9])[CH2:6][CH2:7]1. Procedure: A 100 mL Fisher/Porter vessel was charged with benzyl 3-[(4-methylpiperizin-1-yl)sulfonyl]-2(R)-methylpropionate in 15 mL MeOH with a catalytic amount of 10% Pd—C. Hydrogenation at 50 psi for 48 hours afforded, after filtration through Celite and concentration in vacuo to yield 3-[(4-methylpiperizin-1-yl)sulfonyl]-2(R)-methylpropionic acid as a hygroscopic foam suitable for use without further purification. Starting materials: O=C([O-])[O-], CCOC(Cc1ccc(O)cc1Cl)C(=O)OC, COc1ccccc1C=O, COc1ccccc1-c1nc(CCl)c(C)o1, [Cs+], [Cs+], [I-], [K+], O=P(Cl)(Cl)Cl. Product: CCOC(Cc1ccc(OCc2nc(-c3ccccc3OC)oc2C)cc1Cl)C(=O)OC. RXN SMILES: [C:49](=[O:50])([O-:51])[O-:52].[CH3:1][O:2][C:3]([CH:4]([CH2:5][c:6]1[c:7]([Cl:13])[cH:8][c:9]([OH:12])[cH:10][cH:11]1)[O:14][CH2:15][CH3:16])=[O:17].[CH3:34][O:35][c:36]1[cH:37][cH:38][cH:39][cH:40][c:41]1[CH:42]=[O:43].[Cl:18][CH2:19][c:20]1[n:21][c:22](-[c:26]2[c:27]([O:32][CH3:33])[cH:28][cH:29][cH:30][cH:31]2)[o:23][c:24]1[CH3:25].[Cs+:53].[Cs+:54].[I-:56].[K+:55].[P:44]([Cl:45])([Cl:46])([Cl:47])=[O:48]>>[CH3:1][O:2][C:3]([CH:4]([CH2:5][c:6]1[c:7]([Cl:13])[cH:8][c:9]([O:12][CH2:19][c:20]2[n:21][c:22](-[c:26]3[c:27]([O:32][CH3:33])[cH:28][cH:29][cH:30][cH:31]3)[o:23][c:24]2[CH3:25])[cH:10][cH:11]1)[O:14][CH2:15][CH3:16])=[O:17]. Reactants: BrCc1ccccc1Br, O=C([O-])[O-], CN(C)C=O, CC(C)(C)Nc1nc(C(F)(F)F)c(C(=O)O)o1, [K+], [K+], O. Yields the product CC(C)(C)Nc1nc(C(F)(F)F)c(C(=O)OCc2ccccc2Br)o1. As a reaction SMILES: [Br:12][c:13]1[c:14]([CH2:15][Br:16])[cH:17][cH:18][cH:19][cH:20]1.[C:6](=[O:7])([O-:8])[O-:9].[CH3:1][N:2]([CH3:3])[CH:4]=[O:5].[CH3:21][C:22]([CH3:23])([CH3:24])[NH:25][c:26]1[o:27][c:28]([C:35](=[O:36])[OH:37])[c:29]([C:31]([F:32])([F:33])[F:34])[n:30]1.[K+:10].[K+:11].[OH2:38]>>[Br:12][c:13]1[c:14]([CH2:15][O:37][C:35]([c:28]2[o:27][c:26]([NH:25][C:22]([CH3:21])([CH3:23])[CH3:24])[n:30][c:29]2[C:31]([F:32])([F:33])[F:34])=[O:36])[cH:17][cH:18][cH:19][cH:20]1.